The task is: describe an organic reaction: reactants, conditions, products, and yield. This data is from the Open Reaction Database (ORD), a public repository of structured organic reaction records. The reactants are C(C)(C)(C)OC(NC=1C=C(C(=CC1)OC(F)(F)F)C1=CC=C(C=C1)C(NC1=CC=C(C=C1)CN1CCN(CC1)S(=O)(=O)CCC)=O)=O ((4′-{4-[4-(propane-1-sulfonyl)-piperazin-1-ylmethyl]-phenylcarbamoyl}-6-trifluoromethoxy-biphenyl-3-yl)-carbamic acid tert-butyl ester). The solvent is C(Cl)Cl (DCM), FC(C(=O)O)(F)F (Trifluoroacetic Acid). Product: C(CC)S(=O)(=O)N1CCN(CC1)CC1=CC=C(C=C1)NC(=O)C1=CC=C(C=C1)C1=C(C=CC(=C1)N)OC(F)(F)F (5′-Amino-2′-trifluoromethoxy-biphenyl-4-carboxylic acid {4-[4-(propane-1-sulfonyl)-piperazin-1-ylmethyl]-phenyl}-amide). Yield: 95.6%. RXN SMILES: C(OC(=O)[NH:7][C:8]1[CH:9]=[C:10]([C:19]2[CH:24]=[CH:23][C:22]([C:25](=[O:46])[NH:26][C:27]3[CH:32]=[CH:31][C:30]([CH2:33][N:34]4[CH2:39][CH2:38][N:37]([S:40]([CH2:43][CH2:44][CH3:45])(=[O:42])=[O:41])[CH2:36][CH2:35]4)=[CH:29][CH:28]=3)=[CH:21][CH:20]=2)[C:11]([O:14][C:15]([F:18])([F:17])[F:16])=[CH:12][CH:13]=1)(C)(C)C>C(Cl)Cl.FC(F)(F)C(O)=O>[CH2:43]([S:40]([N:37]1[CH2:38][CH2:39][N:34]([CH2:33][C:30]2[CH:31]=[CH:32][C:27]([NH:26][C:25]([C:22]3[CH:23]=[CH:24][C:19]([C:10]4[CH:9]=[C:8]([NH2:7])[CH:13]=[CH:12][C:11]=4[O:14][C:15]([F:17])([F:18])[F:16])=[CH:20][CH:21]=3)=[O:46])=[CH:28][CH:29]=2)[CH2:35][CH2:36]1)(=[O:41])=[O:42])[CH2:44][CH3:45]. Procedure: (4′-{4-[4-(propane-1-sulfonyl)-piperazin-1-ylmethyl]-phenylcarbamoyl}-6-trifluoromethoxy-biphenyl-3-yl)-carbamic acid tert-butyl ester (459 mg) in DCM (4 ml) and Trifluoroacetic Acid (4 ml) was stirred for 2 hrs. The mixture was evaporated and the residue partitioned between EtOAc and saturated potassium carbonate. The dried extracts were then evaporated giving the title compound as a tan foam (374 mg). Product: BrCCCOC1=CC=C(C=C1C)C(CC(=O)C1=CC=CC=C1)(C1=CC=CC=C1)C (4-(3-bromopropoxy)-3,5-dimethyl-β,β-diphenylpropiophenone). Reactants: BrCCCCl (1-bromo-3-chloropropane), OC1=CC=C(C=C1C)C(CC(=O)C1=CC=CC=C1)(C1=CC=CC=C1)C (4-hydroxy-3,5-dimethyl-β,β-diphenylpropiophenone), O (water). Reported procedure: Fifty grams (0.15 mol) of 4-hydroxy-3,5-dimethyl-β,β-diphenylpropiophenone (prepared as in Example 5), dissolved in 200 mls of acetone, are added, with stirring, to a reaction mixture consisting of 29 grams (0.184 mol) of 1-bromo-3-chloropropane in 300 mls of acetone and 42 grams (0.304 mol) of water-free potash. The preparation is boiled under reflux for one day and the precipitate is sucked off. The acetone is evaporated, the residue taken up with ether and a little acetone and, subsequently, ... Run in CC(=O)C (acetone), CC(=O)C (acetone). Isolated yield 85.5%. As a reaction SMILES: [OH:1][C:2]1[C:7]([CH3:8])=[CH:6][C:5]([C:9]([CH3:25])([C:19]2[CH:24]=[CH:23][CH:22]=[CH:21][CH:20]=2)[CH2:10][C:11]([C:13]2[CH:18]=[CH:17][CH:16]=[CH:15][CH:14]=2)=[O:12])=[CH:4][CH:3]=1.[Br:26][CH2:27][CH2:28][CH2:29]Cl.O>CC(C)=O>[Br:26][CH2:27][CH2:28][CH2:29][O:1][C:2]1[C:7]([CH3:8])=[CH:6][C:5]([C:9]([CH3:25])([C:19]2[CH:20]=[CH:21][CH:22]=[CH:23][CH:24]=2)[CH2:10][C:11]([C:13]2[CH:14]=[CH:15][CH:16]=[CH:17][CH:18]=2)=[O:12])=[CH:4][CH:3]=1. The reactants are C(C1=CC=CC=C1)N1N=C(C=2C1=NC=NC2Cl)NC2=CC=CC=C2 (1-benzyl-4-chloro-3-phenylamino-pyrazolo[3,4-d]pyrimidine), NC1=CC=CC=C1 (aniline). Yields the product C(C1=CC=CC=C1)N1N=C(C=2C1=NC=NC2NC2=CC=CC=C2)NC2=CC=CC=C2 (1-benzyl-3,4-diphenylamino-pyrazolo[3,4-d]pyrimidine). RXN SMILES: [CH2:1]([N:8]1[C:12]2=[N:13][CH:14]=[N:15][C:16](Cl)=[C:11]2[C:10]([NH:18][C:19]2[CH:24]=[CH:23][CH:22]=[CH:21][CH:20]=2)=[N:9]1)[C:2]1[CH:7]=[CH:6][CH:5]=[CH:4][CH:3]=1.[NH2:25][C:26]1[CH:31]=[CH:30][CH:29]=[CH:28][CH:27]=1>C(O)C>[CH2:1]([N:8]1[C:12]2=[N:13][CH:14]=[N:15][C:16]([NH:25][C:26]3[CH:31]=[CH:30][CH:29]=[CH:28][CH:27]=3)=[C:11]2[C:10]([NH:18][C:19]2[CH:24]=[CH:23][CH:22]=[CH:21][CH:20]=2)=[N:9]1)[C:2]1[CH:7]=[CH:6][CH:5]=[CH:4][CH:3]=1. Solvent: C(C)O (ethanol). Procedure: 1 g of 1-benzyl-4-chloro-3-phenylamino-pyrazolo[3,4-d]pyrimidine is suspended in 8 ml of ethanol; 27 ml of aniline are added thereto and, under nitrogen, the reaction mixture is heated under reflux for 2.5 hours until, according to thin-layer chromatography, all the starting material has disappeared. The reaction mixture is concentrated to dryness by evaporation, the residue is suspended in water and the pH is adjusted to pH 8.5-9 with 0.1N NaOH. Extraction is then carried out with ethyl acetate... Reactants: O=C([O-])[O-], CN1CCCC1=O, [I-], O=[N+]([O-])c1cccc(I)c1, [K+], [K+], c1cn[nH]c1. The product is O=[N+]([O-])c1cccc(-n2cccn2)c1. As a reaction SMILES: [C:16](=[O:17])([O-:18])[O-:19].[CH3:23][N:24]1[CH2:25][CH2:26][CH2:27][C:28]1=[O:29].[I-:22].[I:1][c:2]1[cH:3][c:4]([N+:8](=[O:9])[O-:10])[cH:5][cH:6][cH:7]1.[K+:20].[K+:21].[nH:11]1[n:12][cH:13][cH:14][cH:15]1>>[c:2]1(-[n:11]2[n:12][cH:13][cH:14][cH:15]2)[cH:3][c:4]([N+:8](=[O:9])[O-:10])[cH:5][cH:6][cH:7]1. The product is N1=C(C=CC=C1)NC(SCCC(C)=O)=S (3-Oxobutyl pyrid-2-yldithiocarbamate). The yield is 53.3%. Run in C(C)#N (acetonitrile), C(C)#N (acetonitrile), C(Cl)Cl (methylene chloride), C(C)OCC (diethyl ether), C(C)OCC (diethyl ether). Procedure details: A solution of but-3-en-2-one (11.6 g) in anhydrous acetonitrile (15 cc) is added, at a maximum temperature of 5° C., to a suspension of triethylammonium pyrid-2-yldithiocarbamate (45.0 g) in anhydrous acetonitrile (280 cc). The reaction is allowed to proceed for 2 hours at a maximum temperature of 2° C. A 3.5 N solution of anhydrous hydrogen chloride in diethyl ether (47.5 cc) is added at a maximum temperature of 0° C. The triethylamine hydrochloride is filtered off and washed twice with a mixtu... Reaction SMILES: [CH3:1][C:2](=[O:5])[CH:3]=[CH2:4].[N:6]1[CH:11]=[CH:10][CH:9]=[CH:8][C:7]=1[NH:12][C:13](=[S:15])[S-:14].C([NH+](CC)CC)C.Cl.C(OC(C)C)(C)C>C(#N)C.C(OCC)C.C(Cl)Cl>[N:6]1[CH:11]=[CH:10][CH:9]=[CH:8][C:7]=1[NH:12][C:13](=[S:14])[S:15][CH2:4][CH2:3][C:2](=[O:5])[CH3:1] |f:1.2|. Conditions: time 2 hour. Starting materials: CC(C=C)=O (but-3-en-2-one), N1=C(C=CC=C1)NC([S-])=S.C(C)[NH+](CC)CC (triethylammonium pyrid-2-yldithiocarbamate), solution, Cl (hydrogen chloride), C(C)(C)OC(C)C (diisopropyl ether). Reaction SMILES: Br[CH2:2][C:3](OCC)([O:9][CH2:10][CH3:11])[C:4](=O)[CH2:5][C:6]#[N:7].[NH2:15][NH2:16]>>[C:6]([CH2:5][C:4]1[C:3]([O:9][CH2:10][CH3:11])=[CH:2][NH:16][N:15]=1)#[N:7]. Reported procedure: Heterocyclic molecules are also derived from the above polyfunctional small molecules, which behave similarly. For example, 5-bromo-4,4-diethoxy-3-oxovaleronitrile is reacted with hydrazine, forming (via hydrazone formation, cyclization and ethanol elimination) 3-cyanomethyl-4-ethoxypyrazole; and acetimido 3-bromo-2,2-diethoxypropionate is cyclized on warming to produce 3-methyl-5-(2-bromo-1,1-diethoxyethyl)-1,2,5-oxadiazole. The latter is deketalized by warming in 95% formic acid to produce the... The product is C(#N)CC1=NNC=C1OCC (3-cyanomethyl-4-ethoxypyrazole). Reactants: Heterocyclic molecules, BrCC(C(CC#N)=O)(OCC)OCC (5-bromo-4,4-diethoxy-3-oxovaleronitrile), NN (hydrazine). Reactants: O=C1C2=C(N=C3N1C=C(C=C3)C(=O)OCC)CSC2 (ethyl 3,10-dihydro-10-oxo-1H-pyrido[1,2-a]thieno[3,4-d]pyrimidine-7-carboxylate), ClC1=CC(=CC=C1)C(=O)OO (m-chloroperbenzoic acid). Run in C(Cl)(Cl)Cl (chloroform). Run at time 8 hour. Product: O=C1C=2C(N=C3N1C=C(C=C3)C(=O)OCC)=CSC2 (Ethyl 10-oxo-10H-pyrido[1,2-a]thieno[3,4-d]pyrimidine-7-carboxylate). As a reaction SMILES: [O:1]=[C:2]1[N:7]2[CH:8]=[C:9]([C:12]([O:14][CH2:15][CH3:16])=[O:13])[CH:10]=[CH:11][C:6]2=[N:5][C:4]2[CH2:17][S:18][CH2:19][C:3]1=2.ClC1C=CC=C(C(OO)=O)C=1>C(Cl)(Cl)Cl>[O:1]=[C:2]1[N:7]2[CH:8]=[C:9]([C:12]([O:14][CH2:15][CH3:16])=[O:13])[CH:10]=[CH:11][C:6]2=[N:5][C:4]2=[CH:17][S:18][CH:19]=[C:3]12. Procedure details: A mixture of ethyl 3,10-dihydro-10-oxo-1H-pyrido[1,2-a]thieno[3,4-d]pyrimidine-7-carboxylate (2.0 g., 0.0072 mol) and m-chloroperbenzoic acid (1.47 g., 0.0072 mol) in chloroform (75 ml) is stirred at room temperature overnight. The solvent is evaporated at reduced pressure to give a syrup, which crystallizes from ethanol. Recrystallization from ethanol, silica gel chromatography and a further recrystallization from ethanol gives the product as yellow crystals (mp 175° C.). Reactants: CCOC(C)=O, CN(C(=O)CC(CCOS(C)(=O)=O)c1ccccc1)c1ccc(Cl)cc1, CN(C)C=O, O, OC1(c2ccccc2)CCNCC1. The product is CN(C(=O)CC(CCN1CCC(O)(c2ccccc2)CC1)c1ccccc1)c1ccc(Cl)cc1. Reaction SMILES: [CH3:40][CH2:41][O:42][C:43]([CH3:44])=[O:45].[Cl:1][c:2]1[cH:3][cH:4][c:5]([N:8]([C:9]([CH2:10][CH:11]([c:12]2[cH:13][cH:14][cH:15][cH:16][cH:17]2)[CH2:18][CH2:19][O:20][S:21]([CH3:22])(=[O:23])=[O:24])=[O:25])[CH3:26])[cH:6][cH:7]1.[O:47]=[CH:48][N:49]([CH3:50])[CH3:51].[OH2:46].[c:27]1([C:33]2([OH:39])[CH2:34][CH2:35][NH:36][CH2:37][CH2:38]2)[cH:28][cH:29][cH:30][cH:31][cH:32]1>>[Cl:1][c:2]1[cH:3][cH:4][c:5]([N:8]([C:9]([CH2:10][CH:11]([c:12]2[cH:13][cH:14][cH:15][cH:16][cH:17]2)[CH2:18][CH2:19][N:36]2[CH2:35][CH2:34][C:33]([c:27]3[cH:28][cH:29][cH:30][cH:31][cH:32]3)([OH:39])[CH2:38][CH2:37]2)=[O:25])[CH3:26])[cH:6][cH:7]1. The reactants are C1(=CC=CC=C1)N(C(=O)OCC1C(C2=C(CCC1)C(=CC=C2)OCC(=O)OCC)=O)C2=CC=CC=C2 (ethyl {[6-(N,N -diphenylcarbamoyloxy)methyl-5-oxo-6,7,8,9-tetrahydro-5H-benzocyclohepten-1-yl]oxy}acetate), C1CCOC1 (THF), Cl (hydrochloric acid). The reagents and catalysts are [OH-].[OH-].[Pd+2] (Pd(OH)2 on carbon). The solvent is CCO (EtOH). Reaction conditions: time 5 hour. Product: C1(=CC=CC=C1)N(C(=O)OCC1C(C2=C(CCC1)C(=CC=C2)OCC(=O)OCC)O)C2=CC=CC=C2 (ethyl {[(5SR,6RS)-6-(N,N-diphenylcarbamoyloxy) methyl-5-hydroxy-6,7,8,9-tetrahydro-5H-benzocyclohepten-1-yl]oxy}acetate). Yield: 21.9%. As a reaction SMILES: [C:1]1([N:7]([C:31]2[CH:36]=[CH:35][CH:34]=[CH:33][CH:32]=2)[C:8]([O:10][CH2:11][CH:12]2[CH2:18][CH2:17][CH2:16][C:15]3[C:19]([O:23][CH2:24][C:25]([O:27][CH2:28][CH3:29])=[O:26])=[CH:20][CH:21]=[CH:22][C:14]=3[C:13]2=[O:30])=[O:9])[CH:6]=[CH:5][CH:4]=[CH:3][CH:2]=1.C1COCC1.Cl>[OH-].[OH-].[Pd+2].CCO>[C:1]1([N:7]([C:31]2[CH:32]=[CH:33][CH:34]=[CH:35][CH:36]=2)[C:8]([O:10][CH2:11][CH:12]2[CH2:18][CH2:17][CH2:16][C:15]3[C:19]([O:23][CH2:24][C:25]([O:27][CH2:28][CH3:29])=[O:26])=[CH:20][CH:21]=[CH:22][C:14]=3[CH:13]2[OH:30])=[O:9])[CH:2]=[CH:3][CH:4]=[CH:5][CH:6]=1 |f:3.4.5|. Procedure details: To a solution of ethyl {[6-(N,N -diphenylcarbamoyloxy)methyl-5-oxo-6,7,8,9-tetrahydro-5H-benzocyclohepten-1-yl]oxy}acetate (100 mg) in a mixed solvent of THF and EtOH (1:4, 5 ml) were added 20% Pd(OH)2 on carbon and catalytic amount of concentrated hydrochloric acid. The mixture was hydrogenated for 5 hours at 3 atm. After removal of the catalyst by filtration, the filtrate was evaporated. The residue was dissolved in EtOAc, washed with saturated sodium hydrogencarbonate solution, water, and the...